The task is: describe an organic reaction: reactants, conditions, products, and yield. This data is from the Open Reaction Database (ORD), a public repository of structured organic reaction records. Starting materials: C=CCNc1nc(Cl)nc2ccc([N+](=O)[O-])cc12, NN1CCCCC1, O. Yields the product C=CCNc1nc(NN2CCCCC2)nc2ccc([N+](=O)[O-])cc12. Reaction SMILES: [CH2:1]([CH:2]=[CH2:3])[NH:4][c:5]1[n:6][c:7]([Cl:18])[n:8][c:9]2[cH:10][cH:11][c:12]([N+:15](=[O:16])[O-:17])[cH:13][c:14]12.[NH2:19][N:20]1[CH2:21][CH2:22][CH2:23][CH2:24][CH2:25]1.[OH2:26]>>[CH2:1]([CH:2]=[CH2:3])[NH:4][c:5]1[n:6][c:7]([NH:19][N:20]2[CH2:21][CH2:22][CH2:23][CH2:24][CH2:25]2)[n:8][c:9]2[cH:10][cH:11][c:12]([N+:15](=[O:16])[O-:17])[cH:13][c:14]12. Reactants: CC1(OCCO1)CCCCN1N=C(C=C1)N (1-[4-(2-methyl-[1,3]dioxolan-2-yl)-butyl]-1H-pyrazol-3-ylamine), FC(C=1C=C(C=CC1)/C=C/C(=O)O)(F)F ((E)-3-(3-trifluoromethyl-phenyl)-acrylic acid). Product: O=C(CCCCN1N=C(C=C1)NC(\C=C\C1=CC(=CC=C1)C(F)(F)F)=O)C ((E)-N-[1-(5-Oxo-hexyl)-1H-pyrazol-3-yl]-3-(3-trifluoromethyl-phenyl)-acrylamide). RXN SMILES: [CH3:1][C:2]1([CH2:7][CH2:8][CH2:9][CH2:10][N:11]2[CH:15]=[CH:14][C:13]([NH2:16])=[N:12]2)[O:6]CCO1.[F:17][C:18]([F:31])([F:30])[C:19]1[CH:20]=[C:21](/[CH:25]=[CH:26]/[C:27](O)=[O:28])[CH:22]=[CH:23][CH:24]=1>>[O:6]=[C:2]([CH3:1])[CH2:7][CH2:8][CH2:9][CH2:10][N:11]1[CH:15]=[CH:14][C:13]([NH:16][C:27](=[O:28])/[CH:26]=[CH:25]/[C:21]2[CH:22]=[CH:23][CH:24]=[C:19]([C:18]([F:30])([F:31])[F:17])[CH:20]=2)=[N:12]1. Procedure: Following general procedure B followed by either C or D, starting from 1-[4-(2-methyl-[1,3]dioxolan-2-yl)-butyl]-1H-pyrazol-3-ylamine and (E)-3-(3-trifluoromethyl-phenyl)-acrylic acid.